From a dataset of the Open Reaction Database (ORD), a public repository of structured organic reaction records. describe an organic reaction: reactants, conditions, products, and yield Starting materials: C(CCCC(C)=O)=O (hexan-1,5-dione), oxime, C(C)(C)O (isopropyl alcohol), N1=CC=C(C=C1)C1=CC(CCC1)=O (3-(4-pyridinyl)-2-cyclohexen-1-one), C1(C=CCCC1)=O (cyclohexen-1-one), O=C(CCC(C(=O)OCC)C(=O)C1=CC=NC=C1)C (ethyl 5-oxo-2-[(4-pyridinyl)carbonyl]hexanoate), S(O)(O)(=O)=O (sulfuric acid). Product: N1=CC=C(C=C1)C1=CC(CCC1)=NO (3-(4-pyridinyl)-2-cyclohexen-1-one oxime). RXN SMILES: C(=O)CCCC(=[O:7])C.[N:9]1C=CC(C2CCCC(=O)C=2)=[CH:11][CH:10]=1.C1(=O)CCCC=C1.O=C(C)CC[CH:33]([C:39]([C:41]1[CH:46]=[CH:45][N:44]=CC=1)=O)[C:34](OCC)=O.S(=O)(=O)(O)O.[CH:53](O)([CH3:55])[CH3:54]>>[N:9]1[CH:10]=[CH:11][C:55]([C:41]2[CH2:39][CH2:33][CH2:34][C:45](=[N:44][OH:7])[CH:46]=2)=[CH:53][CH:54]=1. Procedure details: This invention resides in an improvement in the process for preparing 3-(4-pyridinyl)-2-cyclohexen-1-oxime by heating ethyl 5-oxo-2-[(4-pyridinyl)carbonyl]hexanoate under aqueous acidic conditions to produce 1-(4-pyridinyl)-hexan-1,5-dione, reacting said hexan-1,5-dione with a basic condensing agent to produce said 3-(4-pyridinyl)-2-cyclohexen-1-one, and converting said cyclohexen-1-one to its oxime, said improvement being a one pot sequence consisting of first heating ethyl 5-oxo-2-[(4-pyridiny...